From a dataset of the Open Reaction Database (ORD), a public repository of structured organic reaction records. describe an organic reaction: reactants, conditions, products, and yield Procedure details: A solution of 200 mg of ((S)-7,8-difluoro-2-oxo-2,3,4,5-tetrahydro-1H-benzo[b][1,4]diazepin-3-yl)-carbamic acid tert-butyl ester in 7 ml of tetrahydrofurane was cooled to −78° C. under an argon atmosphere. Thereafter, the solution was treated with 0.62 ml of lithium bis(trimethylsilyl)amide (1 M solution in tetrahydrofurane), stirred for 30 min at −78° C., then warmed to room temperature before 0.13 ml of 2,2,2-trifluoroethyl trifluoromethanesulphonate were added to the reaction mixture. After s... The solvent is O1CCCC1 (tetrahydrofurane). The product is C(C)(C)(C)OC(N[C@H]1CNC2=C(N(C1=O)CC(F)(F)F)C=C(C(=C2)F)F)=O ([(S)-7,8-Difluoro-2-oxo-1-(2,2,2-trifluoro-ethyl)-2,3,4,5-tetrahydro-1H-benzo[b][1,4]diazepin-3-yl]-carbamic acid tert-butyl ester). Reactants: FC(S(=O)(=O)OCC(F)(F)F)(F)F (2,2,2-trifluoroethyl trifluoromethanesulphonate), C(C)(C)(C)OC(N[C@H]1CNC2=C(NC1=O)C=C(C(=C2)F)F)=O (((S)-7,8-difluoro-2-oxo-2,3,4,5-tetrahydro-1H-benzo[b][1,4]diazepin-3-yl)-carbamic acid tert-butyl ester), FC(S(=O)(=O)OCC(F)(F)F)(F)F (2,2,2-trifluoroethyl trifluoromethanesulphonate), C[Si](C)(C)[N-][Si](C)(C)C.[Li+] (lithium bis(trimethylsilyl)amide). RXN SMILES: [C:1]([O:5][C:6](=[O:22])[NH:7][C@@H:8]1[C:14](=[O:15])[NH:13][C:12]2[CH:16]=[C:17]([F:21])[C:18]([F:20])=[CH:19][C:11]=2[NH:10][CH2:9]1)([CH3:4])([CH3:3])[CH3:2].C[Si]([N-][Si](C)(C)C)(C)C.[Li+].FC(F)(F)S(O[CH2:39][C:40]([F:43])([F:42])[F:41])(=O)=O>O1CCCC1>[C:1]([O:5][C:6](=[O:22])[NH:7][C@@H:8]1[C:14](=[O:15])[N:13]([CH2:39][C:40]([F:43])([F:42])[F:41])[C:12]2[CH:16]=[C:17]([F:21])[C:18]([F:20])=[CH:19][C:11]=2[NH:10][CH2:9]1)([CH3:4])([CH3:2])[CH3:3] |f:1.2|. Run at temperature -78 celsius, time 30 minute. As a reaction SMILES: Cl.[CH3:2][O:3][C:4]1[CH:13]=[C:12]2[C:7]([CH2:8][CH2:9][CH2:10][CH:11]2[NH2:14])=[CH:6][CH:5]=1.[CH3:15][S:16][C:17](SC)=[N:18][C:19]#[N:20]>C(O)C>[C:19]([N:18]=[C:17]([S:16][CH3:15])[NH:14][CH:11]1[C:12]2[C:7](=[CH:6][CH:5]=[C:4]([O:3][CH3:2])[CH:13]=2)[CH2:8][CH2:9][CH2:10]1)#[N:20] |f:0.1|. The product is C(#N)N=C(NC1CCCC2=CC=C(C=C12)OC)SC (N'-cyano-N-(7-methoxy-1,2,3,4-tetrahydro-1-naphthyl)-S-methylisothiourea). Procedure details: To a stirred solution of 17.8 g of 7-methoxy-1,2,3,4-tetrahydro-1-naphthylamine hydrochloride in 150 ml of ethanol at 0° C. was added 15.5 g of dimethyl cyanodithioiminocarbonate over a period of 30 minutes. The mixture was then allowed to remain at room temperature for 2 days after which the reaction mixture was cooled and the resulting crystals were collected by filtration. Concentration of the mother liquor gave a second crop of crystals. The combined product was recrystallized from ethanol t... The solvent is C(C)O (ethanol). The reactants are Cl.COC1=CC=C2CCCC(C2=C1)N (7-methoxy-1,2,3,4-tetrahydro-1-naphthylamine hydrochloride), CSC(=NC#N)SC (dimethyl cyanodithioiminocarbonate). Reaction conditions: time 2 day. Yield: 86.8%. Starting materials: Cc1ccccc1, [K+], CCOC(=O)C1CCc2c(C(C)(C)C)cccc2C1(O)O[SiH](c1ccccc1)c1ccccc1, O=S(=O)([O-])O. Product: CCOC(=O)C1=C(O[SiH](c2ccccc2)c2ccccc2)c2cccc(C(C)(C)C)c2CC1. As a reaction SMILES: [CH3:41][c:42]1[cH:43][cH:44][cH:45][cH:46][cH:47]1.[K+:40].[OH:1][C:2]1([O:21][SiH:22]([c:23]2[cH:24][cH:25][cH:26][cH:27][cH:28]2)[c:29]2[cH:30][cH:31][cH:32][cH:33][cH:34]2)[CH:3]([C:16](=[O:17])[O:18][CH2:19][CH3:20])[CH2:4][CH2:5][c:6]2[c:7]([C:12]([CH3:13])([CH3:14])[CH3:15])[cH:8][cH:9][cH:10][c:11]21.[S:35](=[O:36])(=[O:37])([OH:38])[O-:39]>>[C:2]1([O:21][SiH:22]([c:23]2[cH:24][cH:25][cH:26][cH:27][cH:28]2)[c:29]2[cH:30][cH:31][cH:32][cH:33][cH:34]2)=[C:3]([C:16](=[O:17])[O:18][CH2:19][CH3:20])[CH2:4][CH2:5][c:6]2[c:7]([C:12]([CH3:13])([CH3:14])[CH3:15])[cH:8][cH:9][cH:10][c:11]21.